Dataset: the Open Reaction Database (ORD), a public repository of structured organic reaction records. Task: describe an organic reaction: reactants, conditions, products, and yield Starting materials: [BH4-], [Br-], CO, C=C[Mg+], Cl, COCCCC(F)(F)C#N, [Na+], C1CCOC1, O. Product: C=CC(N)C(F)(F)CCCOC. RXN SMILES: [BH4-:15].[Br-:11].[CH3:23][OH:24].[CH:12](=[CH2:13])[Mg+:14].[ClH:17].[F:1][C:2]([C:3]#[N:4])([CH2:5][CH2:6][CH2:7][O:8][CH3:9])[F:10].[Na+:16].[O:18]1[CH2:19][CH2:20][CH2:21][CH2:22]1.[OH2:25]>>[F:1][C:2]([CH:3]([NH2:4])[CH:12]=[CH2:13])([CH2:5][CH2:6][CH2:7][O:8][CH3:9])[F:10]. Reactants: ClC1=CC=C2CCC(CC2=C1)=O (7-chloro-3,4-dihydro-2(1H)-naphthalenone), N1CCCC1 (pyrrolidine), C1(=CC=C(C=C1)S(=O)(=O)O)C (p-toluenesulphonic acid). Solvent: C1=CC=CC=C1 (benzene). The product is ClC1=CC=C2CCC(=CC2=C1)N1CCCC1 (1-(7-chloro-3,4-dihydro-2-naphthyl)pyrrolidine). RXN SMILES: [Cl:1][C:2]1[CH:11]=[C:10]2[C:5]([CH2:6][CH2:7][C:8](=O)[CH2:9]2)=[CH:4][CH:3]=1.[NH:13]1[CH2:17][CH2:16][CH2:15][CH2:14]1.C1(C)C=CC(S(O)(=O)=O)=CC=1>C1C=CC=CC=1>[Cl:1][C:2]1[CH:11]=[C:10]2[C:5]([CH2:6][CH2:7][C:8]([N:13]3[CH2:17][CH2:16][CH2:15][CH2:14]3)=[CH:9]2)=[CH:4][CH:3]=1. Reported procedure: 11.0 g of 7-chloro-3,4-dihydro-2(1H)-naphthalenone was boiled at reflux for 2 hours in 200 ml of benzene and 6.0 ml of pyrrolidine in the presence of 0.25 g of p-toluenesulphonic acid. The 1-(7-chloro-3,4-dihydro-2-naphthyl)pyrrolidine obtained was recrystallized from 150 ml of isopropyl ether and exhibits a melting point of 115°-116°. Reactants: BrC1=CC=C(C=C1)[C@H]1[C@@H](C1)NC(OC(C)(C)C)=O (tert-butyl(trans)-2-(4-bromophenyl)cyclopropylcarbamate), BrC1=CC=C(C=C1)[C@H]1[C@@H](C1)NC(OC(C)(C)C)=O (tert-butyl(trans)-2-(4-bromophenyl)cyclopropylcarbamate), B(O)O (boronic acid), C(=O)([O-])[O-].[K+].[K+] (K2CO3), O (water). Procedure details: A solution of tert-butyl(trans)-2-(4-bromophenyl)cyclopropylcarbamate (Intermediate F; 1 equiv), 1.2 equiv of the boronic acid, 3.0 equiv of K2CO3 in CH3CN+H2O (4:1) was degassed for 30 mins with Argon gas, added 0.01 equiv of Pd (PPh3)4, heated the reaction mixture at reflux temp for 4 h. The progress of the reaction was monitored by TLC, after completion, poured the reaction mixture into water, extracted with EtOAc. The combined extracts were washed with water, brine, dried over anhydrous Na2S... Reaction SMILES: Br[C:2]1[CH:7]=[CH:6][C:5]([C@@H:8]2[CH2:10][C@H:9]2[NH:11][C:12](=[O:18])[O:13][C:14]([CH3:17])([CH3:16])[CH3:15])=[CH:4][CH:3]=1.B(O)O.C([O-])([O-])=O.[K+].[K+].O>CC#N.O.C1C=CC([P]([Pd]([P](C2C=CC=CC=2)(C2C=CC=CC=2)C2C=CC=CC=2)([P](C2C=CC=CC=2)(C2C=CC=CC=2)C2C=CC=CC=2)[P](C2C=CC=CC=2)(C2C=CC=CC=2)C2C=CC=CC=2)(C2C=CC=CC=2)C2C=CC=CC=2)=CC=1>[C:2]1([C:2]2[CH:7]=[CH:6][CH:5]=[CH:4][CH:3]=2)[CH:7]=[CH:6][C:5]([C@@H:8]2[CH2:10][C@H:9]2[NH:11][C:12](=[O:18])[O:13][C:14]([CH3:17])([CH3:16])[CH3:15])=[CH:4][CH:3]=1 |f:2.3.4,6.7,^1:36,38,57,76|. The reagents and catalysts are C=1C=CC(=CC1)[P](C=2C=CC=CC2)(C=3C=CC=CC3)[Pd]([P](C=4C=CC=CC4)(C=5C=CC=CC5)C=6C=CC=CC6)([P](C=7C=CC=CC7)(C=8C=CC=CC8)C=9C=CC=CC9)[P](C=1C=CC=CC1)(C=1C=CC=CC1)C=1C=CC=CC1 (Pd (PPh3)4). The solvent is CC#N.O (CH3CN H2O). Yields the product C1(=CC=C(C=C1)[C@H]1[C@@H](C1)NC(OC(C)(C)C)=O)C1=CC=CC=C1 (tert-butyl(trans)-2-(1,1′-biphenyl-4-yl)cyclopropylcarbamate). The reactants are Cl.ClCC1=NCCC=2C3=CC=CC=C3NC12 (1-chloromethyl-4,9-dihydro-3H-β-carboline hydrochloride), N1CCOCC1 (morpholine), [OH-].[Na+] (sodium hydroxide), [BH4-].[Na+] (sodium borohydride). The solvent is CO (methanol). Run at time 6 hour. Product: N1(CCOCC1)CC1NCCC=2C3=CC=CC=C3NC12 (1-(morpholine-4-ylmethyl)-2,3,4,9-tetrahydro-1H-β-carboline). Yield: 83.0%. As a reaction SMILES: Cl.Cl[CH2:3][C:4]1[C:16]2[NH:15][C:14]3[C:9](=[CH:10][CH:11]=[CH:12][CH:13]=3)[C:8]=2[CH2:7][CH2:6][N:5]=1.[NH:17]1[CH2:22][CH2:21][O:20][CH2:19][CH2:18]1.[BH4-].[Na+].[OH-].[Na+]>CO>[N:17]1([CH2:3][CH:4]2[C:16]3[NH:15][C:14]4[C:9](=[CH:10][CH:11]=[CH:12][CH:13]=4)[C:8]=3[CH2:7][CH2:6][NH:5]2)[CH2:22][CH2:21][O:20][CH2:19][CH2:18]1 |f:0.1,3.4,5.6|. Procedure: Under ice-cooling, 1-chloromethyl-4,9-dihydro-3H-β-carboline hydrochloride (synthesized according to the method described in J. Med. Chem., 34, 8, 1991, 2624-2633, 400 mg) was added to a mixture of morpholine (684 mg) and methanol (4.5 ml), and the mixture was stirred at room temperature for 6 hr. Under ice-cooling, sodium borohydride (119 mg) was added, and the mixture was stirred at room temperature for 16.5 hr. The reaction mixture was alkalified with a 1N aqueous sodium hydroxide solution, a... Starting materials: O=C1CCC(=O)N1Br, ClC(Cl)(Cl)Cl, Cc1cc(C)n(-c2ccc(Cl)nn2)n1. The product is Cc1nn(-c2ccc(Cl)nn2)c(C)c1Br. RXN SMILES: [Br:15][N:16]1[C:17](=[O:18])[CH2:19][CH2:20][C:21]1=[O:22].[C:23]([Cl:24])([Cl:25])([Cl:26])[Cl:27].[Cl:1][c:2]1[n:3][n:4][c:5](-[n:8]2[n:9][c:10]([CH3:14])[cH:11][c:12]2[CH3:13])[cH:6][cH:7]1>>[Cl:1][c:2]1[n:3][n:4][c:5](-[n:8]2[n:9][c:10]([CH3:14])[c:11]([Br:15])[c:12]2[CH3:13])[cH:6][cH:7]1. Reactants: CC=1N(C(=CC1)C)NC=1N=NC(=CC1)N1CCOCC1 (N-(2,5-dimethyl-1H-pyrrol-yl)-6-morpholino-3-pyridazineamine), C(C)(=O)OC(C)=O (acetic anhydride). Run in N1=CC=CC=C1 (pyridine). Reaction conditions: temperature 110 celsius. Product: C(C)(=O)N(C=1N=NC(=CC1)N1CCOCC1)N1C(=CC=C1C)C (N-Acetyl-N-(2,5-dimethyl-1H-pyrrol-yl)-6-morpholino-3-pyridazineamine). RXN SMILES: [CH3:1][C:2]1[N:3]([NH:8][C:9]2[N:10]=[N:11][C:12]([N:15]3[CH2:20][CH2:19][O:18][CH2:17][CH2:16]3)=[CH:13][CH:14]=2)[C:4]([CH3:7])=[CH:5][CH:6]=1.[C:21](OC(=O)C)(=[O:23])[CH3:22]>N1C=CC=CC=1>[C:21]([N:8]([N:3]1[C:4]([CH3:7])=[CH:5][CH:6]=[C:2]1[CH3:1])[C:9]1[N:10]=[N:11][C:12]([N:15]2[CH2:16][CH2:17][O:18][CH2:19][CH2:20]2)=[CH:13][CH:14]=1)(=[O:23])[CH3:22]. Procedure details: A mixture of 6 g (22 m mol) of N-(2,5-dimethyl-1H-pyrrol-yl)-6-morpholino-3-pyridazineamine, 30 ml of acetic anhydride, and 6 ml of pyridine is heated for one hour at 110° C. The reaction mixture is evaporated to dryness under vacuum and the oily residue is dissolved in 150 ml of ethyl acetate. The organic solution is washed first with 50 ml of an aqueous solution of sodium bicarbonate and then with 50 ml of water. Reactants: CC(C)CBr, [K+], [K+], O=C([O-])[O-], CN(C)C=O, COC(=O)c1ccc(S)cc1. Product: COC(=O)c1ccc(SCC(C)C)cc1. As a reaction SMILES: [Br:18][CH2:19][CH:20]([CH3:21])[CH3:22].[K+:1].[K+:2].[O-:3][C:4]([O-:5])=[O:6].[O:23]=[CH:24][N:25]([CH3:26])[CH3:27].[SH:7][c:8]1[cH:9][cH:10][c:11]([C:12](=[O:13])[O:14][CH3:15])[cH:16][cH:17]1>>[S:7]([c:8]1[cH:9][cH:10][c:11]([C:12](=[O:13])[O:14][CH3:15])[cH:16][cH:17]1)[CH2:19][CH:20]([CH3:21])[CH3:22]. Reactants: C(C)OC(C=CC1=C2C=CN(C2=CC=C1)S(=O)(=O)C1=CC=CC=C1)=O (3-[1-(Benzenesulphonyl)-1H-indol-4-yl]acrylic acid ethyl ester). Reagents/catalysts: [Pd] (Pd-C). Run in C(C)(=O)OCC.C(C)O (ethyl acetate ethanol). Yields the product C(C)OC(CCC1=C2C=CN(C2=CC=C1)S(=O)(=O)C1=CC=CC=C1)=O (3-[1-(Benzenesulphonyl)-1H-indol-4-yl]propionic acid ethyl ester). Reaction SMILES: [CH2:1]([O:3][C:4](=[O:25])[CH:5]=[CH:6][C:7]1[CH:15]=[CH:14][CH:13]=[C:12]2[C:8]=1[CH:9]=[CH:10][N:11]2[S:16]([C:19]1[CH:24]=[CH:23][CH:22]=[CH:21][CH:20]=1)(=[O:18])=[O:17])[CH3:2]>C(OCC)(=O)C.C(O)C.[Pd]>[CH2:1]([O:3][C:4](=[O:25])[CH2:5][CH2:6][C:7]1[CH:15]=[CH:14][CH:13]=[C:12]2[C:8]=1[CH:9]=[CH:10][N:11]2[S:16]([C:19]1[CH:24]=[CH:23][CH:22]=[CH:21][CH:20]=1)(=[O:17])=[O:18])[CH3:2] |f:1.2|. Procedure: 3-[1-(Benzenesulphonyl)-1H-indol-4-yl]acrylic acid ethyl ester (2.48 g, 6.98 mmol) was hydrogenated over 10% Pd-C (500 mg) in ethyl acetate-ethanol (4:1; 75 ml), under an atmosphere of hydrogen. The catalyst was removed by filtration after 4 h, and the solvents were removed to obtain the title compound as a colourless oil which crystallised on standing (2.47 g, 100%); δH (CDCl3, 360 MHZ) 1.10 (3H, t, J=6.8 Hz), 2.57 (2H, t, J=7.5 Hz), 3.06 (2H, t, J=7.5 Hz), 4.02 (2H, q, J=7.2 Hz), 6.66 (1H, d, ... Reactants: C(C(=C)C)(=O)OCCOS(=O)(=O)C1=CC=C(C=C1)C (2-(toluene-4-sulfonyloxy)ethyl methacrylate), C(C(=C)C)(=O)OCC1CO1 (glycidyl methacrylate), CC(C)(C#N)N=NC(C)(C)C#N (AIBN), C(C(=C)C)(=O)OCCCO (3-hydroxypropyl methacrylate), C(C(=C)C)(=O)OC (methyl methacrylate). Solvent: O1CCCC1 (tetrahydrofuran). Reaction conditions: temperature 67.5 celsius. Yields the product C(C(=C)C)(=O)OCCOS(=O)(=O)C1=CC=C(C=C1)C.C(C(=C)C)(=O)OCCCO (2-(toluene-4-sulfonyloxy)ethyl methacrylate 3-hydroxypropyl methacrylate). The yield is 65.0%. RXN SMILES: [C:1]([O:6][CH2:7][CH2:8][O:9][S:10]([C:13]1[CH:18]=[CH:17][C:16]([CH3:19])=[CH:15][CH:14]=1)(=[O:12])=[O:11])(=[O:5])[C:2]([CH3:4])=[CH2:3].[C:20]([O:25][CH2:26][CH2:27][CH2:28][OH:29])(=[O:24])[C:21]([CH3:23])=[CH2:22].C(OC)(=O)C(C)=C.C(OCC1OC1)(=O)C(C)=C.CC(N=NC(C#N)(C)C)(C#N)C>O1CCCC1>[C:1]([O:6][CH2:7][CH2:8][O:9][S:10]([C:13]1[CH:18]=[CH:17][C:16]([CH3:19])=[CH:15][CH:14]=1)(=[O:11])=[O:12])(=[O:5])[C:2]([CH3:4])=[CH2:3].[C:20]([O:25][CH2:26][CH2:27][CH2:28][OH:29])(=[O:24])[C:21]([CH3:23])=[CH2:22] |f:6.7|. Procedure details: In a 500 ml round-bottom flask was placed 0.3 mole of 2-(toluene-4-sulfonyloxy)ethyl methacrylate, 0.22 mole of 3-hydroxypropyl methacrylate, 0.15 mole of methyl methacrylate, 0.3 mole of glycidyl methacrylate, 300 g of tetrahydrofuran (THF), and 0.1 g-3 g of AIBN. The reaction mixture was heated at 60-75° C. for 5-20 hours. The product was precipitated in ethyl ether or n-hexane, filtered and dried to provide poly [2-(toluene-4-sulfonyloxy)ethyl methacrylate/3-hydroxypropyl methacrylate-/methyl...